describe an organic reaction: reactants, conditions, products, and yield From a dataset of the Open Reaction Database (ORD), a public repository of structured organic reaction records. Reactants: C(C1=CC=CC=C1)ON=C1C[C@H](N(C1)C(=O)OC(C)(C)C)C(=O)O ((2S,4EZ)-4-[(benzyloxy)imino]-1-(tert-butoxycarbonyl)-2-pyrrolidinecarboxylic acid), O=C1OC(=CC=C1C(=O)Cl)CCCCC (2-oxo-6-pentyl-2H-pyran-3-carbonyl chloride), COC1=NC(=NC(=C1)OC)N (4,6-dimethoxy-2-pyrimidinamine). The product is C(C1=CC=CC=C1)ON=C1C[C@H](N(C1)C(=O)C=1C(OC(=CC1)CCCCC)=O)C(=O)NC1=NC(=CC(=N1)OC)OC ((2S,4EZ)-4-[(benzyloxy)imino]-N-(4,6-dimethoxy-2-pyrimidinyl)-1-[(2-oxo-6-pentyl-2H-pyran-3-yl)carbonyl]-2-pyrrolidinecarboxamide). RXN SMILES: [CH2:1]([O:8][N:9]=[C:10]1[CH2:14][N:13]([C:15]([O:17]C(C)(C)C)=O)[C@H:12]([C:22]([OH:24])=O)[CH2:11]1)[C:2]1[CH:7]=[CH:6][CH:5]=[CH:4][CH:3]=1.[O:25]=[C:26]1[C:31](C(Cl)=O)=[CH:30][CH:29]=[C:28]([CH2:35][CH2:36][CH2:37][CH2:38][CH3:39])[O:27]1.[CH3:40][O:41][C:42]1[CH:47]=[C:46]([O:48][CH3:49])[N:45]=[C:44]([NH2:50])[N:43]=1>>[CH2:1]([O:8][N:9]=[C:10]1[CH2:14][N:13]([C:15]([C:31]2[C:26](=[O:25])[O:27][C:28]([CH2:35][CH2:36][CH2:37][CH2:38][CH3:39])=[CH:29][CH:30]=2)=[O:17])[C@H:12]([C:22]([NH:50][C:44]2[N:43]=[C:42]([O:41][CH3:40])[CH:47]=[C:46]([O:48][CH3:49])[N:45]=2)=[O:24])[CH2:11]1)[C:2]1[CH:3]=[CH:4][CH:5]=[CH:6][CH:7]=1. Procedure details: Following the general method as outlined in Example 22, starting from (2S,4EZ)-4-[(benzyloxy)imino]-1-(tert-butoxycarbonyl)-2-pyrrolidinecarboxylic acid, 2-oxo-6-pentyl-2H-pyran-3-carbonyl chloride, and 4,6-dimethoxy-2-pyrimidinamine the title compound was obtained in 62% purity by LC/MS. MS(ESI+): m/z=564.6.